From a dataset of the Open Reaction Database (ORD), a public repository of structured organic reaction records. describe an organic reaction: reactants, conditions, products, and yield The reactants are 3-methyl-2-buten-1-yl, C(C=C)OC1=C(C(=O)O)C=CC(=C1)CC(=O)NC(CCC)C1=C(C=CC=C1)N1CCCCC1 (2-Allyloxy-4-[N-{1-(2-piperidino-phenyl)-1-butyl}-aminocarbonylmethyl]-benzoic acid), C(C)(C)OC1=C(C(=O)O)C=CC(=C1)CC(=O)NC(CCC)C1=C(C=CC=C1)N1CCCCC1 (2-Isopropoxy-4-[N-{1-(2-piperidino-phenyl)-1-butyl}-aminocarbonylmethyl]-benzoic acid), C(C)OC1=C(C(=O)O)C=CC(=C1)CC(=O)NC(CCC)C1=C(C=CC(=C1)OC)N1CCCCC1 (2-Ethoxy-4-[N-{1-(5-methoxy-2-piperidino-phenyl)-1-butyl}-aminocarbonylmethyl]-benzoic acid), C(C)(C)OC1=C(C(=O)O)C=CC(=C1)CC(=O)NC(CCC)C1=C(C=CC=C1)N1CCCCC1 (2-Isopropoxy-4-[N-{1-(2-piperidino-phenyl)-1-butyl}-aminocarbonylmethyl]-benzoic acid), C(C1=CC=CC=C1)OC1=C(C(=O)OCC)C=CC(=C1)CC(=O)NC(CCC)C1=C(C=CC=C1)N1CCCCC1 (Ethyl 2-benzyloxy-4-[N-{1-(2-piperidino-phenyl)-1-butyl}-aminocarbonylmethyl]-benzoate), C(C1=CC=CC=C1)OC1=C(C(=O)OCC)C=CC(=C1)CC(=O)NC(CCC)C1=C(C=CC=C1)N1CCCCC1 (Ethyl 2-benzyloxy-4-[N-{1-(2-piperidino-phenyl)-1-butyl}-aminocarbonylmethyl]-benzoate), C(C)(C)OC1=C(C(=O)O)C=CC(=C1)CC(=O)NC(CCC)C1=C(C=CC=C1)N1CCCCC1 (2-Isopropoxy-4-[N-{1-(2-piperidino-phenyl)-1-butyl}-aminocarbonylmethyl]-benzoic acid), C(C)(C)OC1=C(C(=O)O)C=CC(=C1)CC(=O)NC(CCC)C1=C(C=CC=C1)N1CCCCC1 (2-Isopropoxy-4-[N-{1-(2-piperidino-phenyl)-1-butyl}-aminocarbonylmethyl]-benzoic acid). Yields the product C(C)OC1=C(C(=O)OCC)C=CC(=C1)CC(=O)NC(C=C(C)C)C1=C(C=CC=C1)N1CCCCC1 (Ethyl 2-ethoxy-4-[N-(1-(2-piperidino-phenyl)-3-methyl-2-buten-1-yl)-aminocarbonylmethyl]-benzoate). Reaction SMILES: [CH2:1]([O:8][C:9]1[CH:19]=[C:18]([CH2:20][C:21]([NH:23][CH:24]([C:28]2[CH:33]=[CH:32][CH:31]=[CH:30][C:29]=2[N:34]2[CH2:39][CH2:38][CH2:37][CH2:36][CH2:35]2)[CH2:25][CH2:26][CH3:27])=[O:22])[CH:17]=[CH:16][C:10]=1[C:11]([O:13][CH2:14][CH3:15])=[O:12])[C:2]1C=CC=CC=1.[CH:40](OC1C=C(CC(NC(C2C=CC=CC=2N2CCCCC2)CCC)=O)C=CC=1C(O)=O)(C)C.C(OC1C=C(CC(NC(C2C=CC=CC=2N2CCCCC2)CCC)=O)C=CC=1C(O)=O)C=C.C(OC1C=C(CC(NC(C2C=C(OC)C=CC=2N2CCCCC2)CCC)=O)C=CC=1C(O)=O)C>>[CH2:1]([O:8][C:9]1[CH:19]=[C:18]([CH2:20][C:21]([NH:23][CH:24]([C:28]2[CH:33]=[CH:32][CH:31]=[CH:30][C:29]=2[N:34]2[CH2:39][CH2:38][CH2:37][CH2:36][CH2:35]2)[CH:25]=[C:26]([CH3:40])[CH3:27])=[O:22])[CH:17]=[CH:16][C:10]=1[C:11]([O:13][CH2:14][CH3:15])=[O:12])[CH3:2]. Procedure: The mixing ratio of 75/25 is obtained from the corresponding ratio of intensities of the particularly characteristic signals in the 400 MHz-1H-NMR spectrum (CDCl3). The position of the signals is: 3-methyl-2-buten-1-yl compound: olefinic H: 5.25 (d), CH3 : 1.64 (s) and 1.77 (s). benzylic ##STR18## 6.00 (t), benzylic CH2 --; 3.52 ppm (s) 3-methyl-1-butyl compound: CH3 : 0.90 (d), benzylic ##STR19## 5.35 (m), benzylic --CH2 --: 3.54 ppm (s). Starting materials: NC(CSC(c1ccccc1)(c1ccccc1)c1ccccc1)C(=O)O, CC(C)(C)OC(=O)OC(C)(C)C, [Na+], C1COCCO1, [OH-], O=C(O)CC(O)(CC(=O)O)C(=O)O. The product is CC(C)(C)OC(=O)NC(CSC(c1ccccc1)(c1ccccc1)c1ccccc1)C(=O)O. As a reaction SMILES: [C:1]([c:2]1[cH:3][cH:4][cH:5][cH:6][cH:7]1)([c:8]1[cH:9][cH:10][cH:11][cH:12][cH:13]1)([c:14]1[cH:15][cH:16][cH:17][cH:18][cH:19]1)[S:20][CH2:21][CH:22]([NH2:23])[C:24](=[O:25])[OH:26].[C:29]([O:30][C:31]([CH3:32])([CH3:33])[CH3:34])([O:35][C:37]([CH3:38])([CH3:39])[CH3:40])=[O:36].[Na+:28].[O:54]1[CH2:55][CH2:56][O:57][CH2:58][CH2:59]1.[OH-:27].[OH:41][C:42]([CH2:43][C:44]([C:45](=[O:46])[OH:47])([CH2:48][C:49](=[O:50])[OH:51])[OH:52])=[O:53]>>[C:1]([c:2]1[cH:3][cH:4][cH:5][cH:6][cH:7]1)([c:8]1[cH:9][cH:10][cH:11][cH:12][cH:13]1)([c:14]1[cH:15][cH:16][cH:17][cH:18][cH:19]1)[S:20][CH2:21][CH:22]([NH:23][C:29]([O:30][C:31]([CH3:32])([CH3:33])[CH3:34])=[O:35])[C:24](=[O:25])[OH:26]. Reactants: ClCCl, CCCCCC12CCC(C(=O)O)(CC1)CC2, C[Si](C)(C)C=[N+]=[N-], CO. Product: CCCCCC12CCC(C(=O)OC)(CC1)CC2. Reaction SMILES: [CH2:24]([Cl:25])[Cl:26].[CH2:8]([CH2:9][CH2:10][CH2:11][CH3:12])[C:13]12[CH2:14][CH2:15][C:16]([C:21](=[O:22])[OH:23])([CH2:17][CH2:18]1)[CH2:19][CH2:20]2.[CH3:1][Si:2]([CH:3]=[N+:4]=[N-:5])([CH3:6])[CH3:7].[CH3:27][OH:28]>>[CH3:1][O:23][C:21]([C:16]12[CH2:15][CH2:14][C:13]([CH2:8][CH2:9][CH2:10][CH2:11][CH3:12])([CH2:18][CH2:17]1)[CH2:20][CH2:19]2)=[O:22]. Starting materials: ClCCl, O=C(c1ccc[nH]1)C(Cl)(Cl)Cl, ClI. Yields the product O=C(c1cc(I)c[nH]1)C(Cl)(Cl)Cl. As a reaction SMILES: [Cl:14][CH2:15][Cl:16].[Cl:1][C:2]([C:3](=[O:4])[c:5]1[nH:6][cH:7][cH:8][cH:9]1)([Cl:10])[Cl:11].[I:12][Cl:13]>>[Cl:1][C:2]([C:3](=[O:4])[c:5]1[nH:6][cH:7][c:8]([I:12])[cH:9]1)([Cl:10])[Cl:11]. Reactants: [OH-].[Na+] (sodium hydroxide), N1(CCCCC1)CCCOC1=CC=C(C=O)C=C1 (4-(3-Piperidin-1-yl-propoxy)-benzaldehyde), C1(=CC=CC=C1)C1(CCNCC1)O (4-Phenyl-piperidin-4-ol), C(C)(=O)O[BH-](OC(C)=O)OC(C)=O.[Na+] (sodium triacetoxyborohydride), C(Cl)Cl (DCM). The solvent is C(C)(=O)O (acetic acid). Reaction conditions: time 16 hour. Product: N.C(Cl)Cl (ammonia DCM), C1(=CC=CC=C1)C1(CCN(CC1)CC1=CC=C(C=C1)OCCCN1CCCCC1)O (4-Phenyl-1-[4-(3-piperidin-1-yl-propoxy)-benzyl]-piperidin-4-ol). The yield is 1.0%. RXN SMILES: [N:1]1([CH2:7][CH2:8][CH2:9][O:10][C:11]2[CH:18]=[CH:17][C:14]([CH:15]=O)=[CH:13][CH:12]=2)[CH2:6][CH2:5][CH2:4][CH2:3][CH2:2]1.[C:19]1([C:25]2([OH:31])[CH2:30][CH2:29][NH:28][CH2:27][CH2:26]2)[CH:24]=[CH:23][CH:22]=[CH:21][CH:20]=1.C(O[BH-](OC(=O)C)OC(=O)C)(=O)C.[Na+].[OH-].[Na+].[CH2:48]([Cl:50])[Cl:49]>C(O)(=O)C>[NH3:1].[CH2:48]([Cl:50])[Cl:49].[C:19]1([C:25]2([OH:31])[CH2:30][CH2:29][N:28]([CH2:15][C:14]3[CH:17]=[CH:18][C:11]([O:10][CH2:9][CH2:8][CH2:7][N:1]4[CH2:6][CH2:5][CH2:4][CH2:3][CH2:2]4)=[CH:12][CH:13]=3)[CH2:27][CH2:26]2)[CH:20]=[CH:21][CH:22]=[CH:23][CH:24]=1 |f:2.3,4.5,8.9|. Procedure: A solution of the product of Example 9 (210 mg), 4-Phenyl-piperidin-4-ol (150 mg), and acetic acid (0.05 mL) in DCM (3 mL) was treated with sodium triacetoxyborohydride (290 mg). After 16 h, the resulting mixture was treated with 10% sodium hydroxide (5 mL) and extracted with DCM (3×10 mL). The combined organic phases were dried (sodium sulfate) and evaporated. Chromatography of the residue (1-5% 2 M methanolic ammonia/DCM) gave the title compound as a colorless oil (225 mg). 1H NMR (400 MHz, CD... Starting materials: CSc1ccc(Br)cc1, C1CCOC1, [Li]CCCC, CC1(C)CC=C(c2ccccc2)C1=O. Yields the product CSc1ccc(C2(O)C(c3ccccc3)=CCC2(C)C)cc1. RXN SMILES: [Br:1][c:2]1[cH:3][cH:4][c:5]([S:8][CH3:9])[cH:6][cH:7]1.[CH2:29]1[O:30][CH2:31][CH2:32][CH2:33]1.[CH3:10][CH2:11][CH2:12][CH2:13][Li:14].[CH3:15][C:16]1([CH3:28])[CH2:17][CH:18]=[C:19]([c:22]2[cH:23][cH:24][cH:25][cH:26][cH:27]2)[C:20]1=[O:21]>>[c:2]1([C:20]2([OH:21])[C:16]([CH3:15])([CH3:28])[CH2:17][CH:18]=[C:19]2[c:22]2[cH:23][cH:24][cH:25][cH:26][cH:27]2)[cH:3][cH:4][c:5]([S:8][CH3:9])[cH:6][cH:7]1.